Dataset: the Open Reaction Database (ORD), a public repository of structured organic reaction records. Task: describe an organic reaction: reactants, conditions, products, and yield The reactants are cuprous chloride, Cl (hydrochloric acid), Cl (hydrochloric acid), NC=1C=CC=2CCC(N3C=C(C(C1C23)=O)C(=O)O)C (10-amino-6,7-dihydro-5-methyl-1-oxo-benzo[ij]quinolizine-2-carboxylic acid), N(=O)[O-].[Na+] (sodium nitrite). Run in O (water), O (water). Run at time 1 hour. Product: ClC=1C=CC=2CCC(N3C=C(C(C1C23)=O)C(=O)O)C (10-chloro6,7-dihydro-5-methyl-1-oxo-1H,5H-benzo[ij]quinolizine-2-carboxylic acid). Reaction SMILES: [ClH:1].N[C:3]1[CH:4]=[CH:5][C:6]2[CH2:7][CH2:8][CH:9]([CH3:20])[N:10]3[C:15]=2[C:14]=1[C:13](=[O:16])[C:12]([C:17]([OH:19])=[O:18])=[CH:11]3.N([O-])=O.[Na+]>O>[Cl:1][C:3]1[CH:4]=[CH:5][C:6]2[CH2:7][CH2:8][CH:9]([CH3:20])[N:10]3[C:15]=2[C:14]=1[C:13](=[O:16])[C:12]([C:17]([OH:19])=[O:18])=[CH:11]3 |f:2.3|. Procedure: A mixture of 75 ml. of 6N hydrochloric acid and 10-amino-6,7-dihydro-5-methyl-1-oxo-benzo[ij]quinolizine-2-carboxylic acid (12.9 g., 0.05 mole) is diazotized at 5° to 10° C. with sodium nitrite (4.14 g., 0.06 mole) dissolved in about 10 ml. of water. The cold mixture is filtered, then it is added to a mixture of cuprous chloride (19.7 g., 0.1 mole) and concentrated hydrochloric acid (150 ml.) while maintaining the temperature below 20° C. After stirring one hour the mixture is diluted with water... Reactants: N1=C(N=C(C2=C1C1=C(CCC2)C=CC=C1)N1CCN(CC1)C(=O)OC(C)(C)C)N1CCN(CC1)C(=O)OC(C)(C)C (di-tert-butyl 4,4′-(6,7-dihydro-5H-benzo[6,7]cyclohepta[1,2-d]pyrimidin-2,4-diyl)dipiperazine-1-carboxylate), C(=O)(C(F)(F)F)O (TFA). Run at temperature 60 celsius. The product is N1(CCNCC1)C=1N=C(C2=C(N1)C1=C(CCC2)C=CC=C1)N1CCNCC1 (2,4-Di-piperazin-1-yl-6,7-dihydro-5H-benzo[6,7]cyclohepta[1,2-d]pyrimidine). As a reaction SMILES: [N:1]1[C:6]2[C:7]3[CH:15]=[CH:14][CH:13]=[CH:12][C:8]=3[CH2:9][CH2:10][CH2:11][C:5]=2[C:4]([N:16]2[CH2:21][CH2:20][N:19](C(OC(C)(C)C)=O)[CH2:18][CH2:17]2)=[N:3][C:2]=1[N:29]1[CH2:34][CH2:33][N:32](C(OC(C)(C)C)=O)[CH2:31][CH2:30]1.C(O)(C(F)(F)F)=O>>[N:29]1([C:2]2[N:3]=[C:4]([N:16]3[CH2:21][CH2:20][NH:19][CH2:18][CH2:17]3)[C:5]3[CH2:11][CH2:10][CH2:9][C:8]4[CH:12]=[CH:13][CH:14]=[CH:15][C:7]=4[C:6]=3[N:1]=2)[CH2:34][CH2:33][NH:32][CH2:31][CH2:30]1. Procedure details: The product from Example 103C (71 mg, 0.13 mmol) was treated with TFA (2 mL), heated at 60° C. for 1 minute, concentrated, dissolved in 1:1 MeOH: CH2Cl2 (2 mL), diluted with CH2Cl2 (25 mL), washed with 1 M NaOH (10 mL) and the layers were separated. The aqueous layer was extracted with CH2Cl2 (25 mL) and the combined organic layers were dried (MgSO4), filtered, concentrated and purified by chromatography on silica gel eluting with 10 and 40% (9:1 MeOH:concentrated NH4OH) in CH2Cl2 to provide the... Starting materials: CC1=C(OCC(=O)N)C(=CC=C1)C (2,6-dimethylphenoxyacetamide), [OH-].[Na+] (sodium hydroxide). The reagents and catalysts are [Cl-].C(C1=CC=CC=C1)[N+](CC)(CC)CC (benzyltriethyl ammonium chloride). Run in C(Cl)(Cl)Cl (chloroform). Run at time 2 hour. The product is CC1=C(OCC#N)C(=CC=C1)C (2,6-dimethylphenoxyacetonitrile). As a reaction SMILES: [CH3:1][C:2]1[CH:12]=[CH:11][CH:10]=[C:9]([CH3:13])[C:3]=1[O:4][CH2:5][C:6]([NH2:8])=O.[OH-].[Na+]>[Cl-].C([N+](CC)(CC)CC)C1C=CC=CC=1.C(Cl)(Cl)Cl>[CH3:1][C:2]1[CH:12]=[CH:11][CH:10]=[C:9]([CH3:13])[C:3]=1[O:4][CH2:5][C:6]#[N:8] |f:1.2,3.4|. Procedure: 500 Milligrams of benzyltriethyl ammonium chloride and 13.4 g of 2,6-dimethylphenoxyacetamide was added to a heterogeneously mixed solution of 182 ml of chloroform and 60 g of 50% sodium hydroxide aqueous solution, and the solution was stirred vigorously at room temperature for two hours. After completion of reaction, the chloroform phase was separated, and the reaction solution was washed with water, dried over anhydrous magnesium sulfate, and freed from the solvent to obtain an oily substance.... Reactants: C(=O)([O-])[O-].[K+].[K+] (K2CO3), C(C1=CC=CC=C1)Br (benzyl bromide), [OH-].[Na+] (NaOH), FC(C(=O)O)(F)F.BrC1=CC2=NC(=CC=C2N1S(=O)(=O)C1=CC=CC=C1)Cl (2-bromo-5-chloro-1-(phenylsulfonyl)-1H-pyrrolo[3,2-b]pyridine trifluoroacetate salt). The solvent is CN(C)C=O (DMF), O (Water), C1CCOC1 (THF), CO (methanol), O (water). Run at time 1 hour. Product: C(C1=CC=CC=C1)N1C(=CC2=NC(=CC=C21)Cl)Br (1-benzyl-2-bromo-5-chloro-1H-pyrrolo[3,2-b]pyridine). Reaction SMILES: [OH-].[Na+].FC(F)(F)C(O)=O.[Br:10][C:11]1[N:19](S(C2C=CC=CC=2)(=O)=O)[C:18]2[C:13](=[N:14][C:15]([Cl:29])=[CH:16][CH:17]=2)[CH:12]=1.C([O-])([O-])=O.[K+].[K+].[CH2:36](Br)[C:37]1[CH:42]=[CH:41][CH:40]=[CH:39][CH:38]=1>C1COCC1.CO.CN(C=O)C.O>[CH2:36]([N:19]1[C:18]2[C:13](=[N:14][C:15]([Cl:29])=[CH:16][CH:17]=2)[CH:12]=[C:11]1[Br:10])[C:37]1[CH:42]=[CH:41][CH:40]=[CH:39][CH:38]=1 |f:0.1,2.3,4.5.6|. Procedure: 1.0 M NaOH in water (5 mL, 5 mmol) was added to a solution of 2-bromo-5-chloro-1-(phenylsulfonyl)-1H-pyrrolo[3,2-b]pyridine trifluoroacetate (0.268 g, 0.552 mmol, from Step 1) in THF (5 mL) and methanol (5 mL) and the reaction was stirred for 1 hour. Water was added and THF and MeOH were removed in vacuo. The product was extracted with EtOAc. The extracts were dried over sodium sulfate, filtered and concentrated. A solution of this residue in DMF (3 mL) was treated with K2CO3 (0.23 g, 1.6 mmol) ... The reactants are Cl[Sn](Cl)(Cl)Cl (SnCl4), C(C)C=1SC=CC1 (2-ethylthiophene), C(C)(=O)Cl (acetylchloride), Cl (HCl), [OH-].[Na+] (NaOH), C(C)C1=CC=C(S1)C(C)=O (1-(5-ethyl-thiophen-2-yl)-ethanone), C(C)(=O)[O-].[Na+] (sodium acetate), BrBr (bromine), [OH-].[Na+] (NaOH), ice water, BrBr (bromine), BrBr (bromine), C(C)(=O)[O-].[Na+] (sodium acetate), Cl[Sn](Cl)(Cl)Cl (SnCl4), Cl (HCl). The solvent is CCCCCC (hexane), CCCCCC (hexane), O (water). Run at temperature 100 celsius, time 15 minute. Yields the product BrC=1C=C(SC1CC)C(C)=O (1-(4-bromo-5-ethyl-thiophen-2-yl)-ethanone). Yield: 91.6%. RXN SMILES: Cl[Sn](Cl)(Cl)Cl.C(C1SC=CC=1)C.C(Cl)(=O)C.Cl.[OH-].[Na+].[CH2:20]([C:22]1[S:26][C:25]([C:27](=[O:29])[CH3:28])=[CH:24][CH:23]=1)[CH3:21].C([O-])(=O)C.[Na+].[Br:35]Br>CCCCCC.O>[Br:35][C:23]1[CH:24]=[C:25]([C:27](=[O:29])[CH3:28])[S:26][C:22]=1[CH2:20][CH3:21] |f:4.5,7.8|. Reported procedure: Over a period of 20 min a solution of SnCl4 (60.9 g, 234 mmol) in hexane (20 mL) is added to a solution of 2-ethylthiophene (25 g, 223 mmol) and acetylchloride (18.4 g, 234 mmol) in hexane (80 mL). Evolving HCl gas is trapped in a NaOH solution. Evolution of HCl stops when about half of the SnCl4 solution is added. The black viscous mixture is warmed to 100° C. for 30 min, before it is cooled again to rt. The mixture is poured into ice/water (600 mL), extracted with diethyl ether (3×) and the co... Starting materials: C(C)N(C(CC1=CC=CC=C1)=O)C1=C(C=CC(=C1)OC)C1CC2=CC=C(C=C2CC1)OC (N-ethyl-N-[5-methoxy-2-(6-methoxy-1,2,3,4-tetrahydronaphthalen-2-yl)phenyl]-2-phenylacetamide), C(C)N(CCC1=CC=CC=C1)C1=C(C=CC(=C1)OC)C1CC2=CC=C(C=C2CC1)OC (ethyl[5-methoxy-2-(6-methoxy-1,2,3,4-tetrahydronaphthalen-2-yl)phenyl]phenethylamine). Product: C(C)N(C1=C(C=CC(=C1)O)C1CC=2C=CC(=CC2CC1)O)CCC1=CC=CC=C1 (6-[2-(Ethylphenethylamino)-4-hydroxyphenyl]-5,6,7,8-tetrahydronaphthalen-2-ol). As a reaction SMILES: [CH2:1]([N:3]([C:13]1[CH:18]=[C:17]([O:19]C)[CH:16]=[CH:15][C:14]=1[CH:21]1[CH2:30][CH2:29][C:28]2[C:23](=[CH:24][CH:25]=[C:26]([O:31]C)[CH:27]=2)[CH2:22]1)[C:4](=O)[CH2:5][C:6]1[CH:11]=[CH:10][CH:9]=[CH:8][CH:7]=1)[CH3:2].C(N(C1C=C(OC)C=CC=1C1CCC2C(=CC=C(OC)C=2)C1)CCC1C=CC=CC=1)C>>[CH2:1]([N:3]([CH2:4][CH2:5][C:6]1[CH:7]=[CH:8][CH:9]=[CH:10][CH:11]=1)[C:13]1[CH:18]=[C:17]([OH:19])[CH:16]=[CH:15][C:14]=1[CH:21]1[CH2:30][CH2:29][C:28]2[CH:27]=[C:26]([OH:31])[CH:25]=[CH:24][C:23]=2[CH2:22]1)[CH3:2]. Reported procedure: Synthesized from N-ethyl-N-[5-methoxy-2-(6-methoxy-1,2,3,4-tetrahydronaphthalen-2-yl)phenyl]-2-phenylacetamide according to an analogous synthetic method to Example 337 described below, ethyl[5-methoxy-2-(6-methoxy-1,2,3,4-tetrahydronaphthalen-2-yl)phenyl]phenethylamine (137 mg) was used according to an analogous synthetic method to Example 111 described below to provide the title compound (77 mg). RXN SMILES: [C:1]([O:5][CH2:6][CH2:7][CH2:8][CH2:9][CH2:10][CH:11]([CH3:13])[CH3:12])(=[O:4])[CH:2]=[CH2:3].C(N1CCCC1=[O:21])=C>C(OCC)(=O)C>[C:1]([O:5][CH2:6][CH2:7][CH2:8][CH2:9][CH2:10][CH:11]([CH3:13])[CH3:12])(=[O:4])[CH:2]=[CH2:3].[C:1]([O:5][CH2:6][CH2:7][OH:21])(=[O:4])[CH:2]=[CH2:3] |f:0.1,3.4|. The reactants are C(C=C)(=O)OCCCCCC(C)C.C(=C)N1C(CCC1)=O (isooctyl acrylate N-vinyl-2-pyrrolidone). Yields the product C(C=C)(=O)OCCCCCC(C)C.C(C=C)(=O)OCCO (Isooctyl Acrylate 2-Hydroxyethyl acrylate). Procedure details: This copolymer was prepared using a procedure similar to the one described above for isooctyl acrylate/N-vinyl-2-pyrrolidone/Elvacite™ 1020. The inherent viscosity of the polymer in ethyl acetate was 0.69 dl/g. The solvent is C(C)(=O)OCC (ethyl acetate). Reactants: C(C)(C)(C)OC(NC1(COC(OC1)(C)C)CCC1=CC(=C(C=C1)OCCCC1=CC=C(C=C1)C1=CC=CC=C1)C(F)(F)F)=O ([5-(2-{4-[3-(biphenyl-4-yl)propoxy]-3-trifluoromethylphenyl}ethyl)-2,2-dimethyl-1,3-dioxan-5-yl]carbamic acid t-butyl ester), Cl (hydrochloric acid). The solvent is C(C)O (ethanol). Reaction conditions: temperature 80 celsius, time 1.5 hour. Product: Cl.NC(CO)(CO)CCC1=CC(=C(C=C1)OCCCC1=CC=C(C=C1)C1=CC=CC=C1)C(F)(F)F (2-amino-2-(2-{4-[3-(biphenyl-4-yl)propoxy]-3-trifluoromethylphenyl}ethyl)propane-1,3-diol hydrochloride). As a reaction SMILES: C(OC(=O)[NH:7][C:8]1([CH2:16][CH2:17][C:18]2[CH:23]=[CH:22][C:21]([O:24][CH2:25][CH2:26][CH2:27][C:28]3[CH:33]=[CH:32][C:31]([C:34]4[CH:39]=[CH:38][CH:37]=[CH:36][CH:35]=4)=[CH:30][CH:29]=3)=[C:20]([C:40]([F:43])([F:42])[F:41])[CH:19]=2)[CH2:13][O:12]C(C)(C)[O:10][CH2:9]1)(C)(C)C.[ClH:45]>C(O)C>[ClH:45].[NH2:7][C:8]([CH2:16][CH2:17][C:18]1[CH:23]=[CH:22][C:21]([O:24][CH2:25][CH2:26][CH2:27][C:28]2[CH:29]=[CH:30][C:31]([C:34]3[CH:35]=[CH:36][CH:37]=[CH:38][CH:39]=3)=[CH:32][CH:33]=2)=[C:20]([C:40]([F:41])([F:42])[F:43])[CH:19]=1)([CH2:9][OH:10])[CH2:13][OH:12] |f:3.4|. Procedure: Compound 77-4 (870 mg) was dissolved in ethanol (15 ml), concentrated hydrochloric acid (1.5 ml) was added, and the mixture was stirred at 80° C. for 1.5 hr. The reaction mixture was concentrated, and the residue was washed with diethyl ether to give the object product (530 mg) as a white powder. Reactants: CN([C@H]1[C@@H](CCCC1)N)C (trans-2-(dimethylamino)cyclohexylamine), C(C)(=O)Cl (acetyl chloride), C(=O)([O-])[O-].[K+].[K+] (K2CO3). Product: CN([C@H]1[C@@H](CCCC1)NC(C)=O)C (trans-N-[2-(Dimethylamino)-cyclohexyl]-acetamide). RXN SMILES: [CH3:1][N:2]([CH3:10])[C@@H:3]1[CH2:8][CH2:7][CH2:6][CH2:5][C@H:4]1[NH2:9].[C:11](Cl)(=[O:13])[CH3:12].C([O-])([O-])=O.[K+].[K+]>>[CH3:1][N:2]([CH3:10])[C@@H:3]1[CH2:8][CH2:7][CH2:6][CH2:5][C@H:4]1[NH:9][C:11](=[O:13])[CH3:12] |f:2.3.4|. Procedure details: This amide was prepared by general procedure A from trans-2-(dimethylamino)cyclohexylamine and acetyl chloride. In the work up the aqueous layer was salted out with solid K2CO3, and extracted well with ether. The resulting oil was crystallized from ether-petroleum ether (30°-60°) to give colorless rods of the sub-titled amide, 79% yield, m.p. 86°-87.5° raised to 88°-89° on recrystallization. ir NH 3280, 3080; N-alkyl 2770; C=O 1660, 1640; amide II 1565. nmr in CDCl3 and 100 MHz was in accord. Ma...